From a dataset of the Open Reaction Database (ORD), a public repository of structured organic reaction records. describe an organic reaction: reactants, conditions, products, and yield Reactants: C1(=CC=CC=C1)C=CC(=O)N[C@@H](C)C1=CC(=CC=C1)OC ((S)-3-phenyl-N-[1-(3-methoxyphenyl)ethyl]acrylamide), B(Br)(Br)Br (boron tribromide), O (Water). Run in C(Cl)Cl (CH2Cl2). Conditions: time 3 hour. Product: C1(=CC=CC=C1)C=CC(=O)N[C@@H](C)C1=CC(=CC=C1)O ((S)-3-Phenyl-N-[1-(3-hydroxyphenyl)ethyl]acrylamide). RXN SMILES: [C:1]1([CH:7]=[CH:8][C:9]([NH:11][C@H:12]([C:14]2[CH:19]=[CH:18][CH:17]=[C:16]([O:20]C)[CH:15]=2)[CH3:13])=[O:10])[CH:6]=[CH:5][CH:4]=[CH:3][CH:2]=1.B(Br)(Br)Br.O>C(Cl)Cl>[C:1]1([CH:7]=[CH:8][C:9]([NH:11][C@H:12]([C:14]2[CH:19]=[CH:18][CH:17]=[C:16]([OH:20])[CH:15]=2)[CH3:13])=[O:10])[CH:6]=[CH:5][CH:4]=[CH:3][CH:2]=1. Reported procedure: To a solution of (S)-3-phenyl-N-[1-(3-methoxyphenyl)ethyl]acrylamide (100 mg) in CH2Cl2 (0.5 mL) at −78° C. was added boron tribromide (1.0 M solution in CH2Cl2, 2.14 mL). The resulting solution was warmed to room temperature and stirred at room temperature for 3 hours. Water was added, and the mixture was extracted with CH2Cl2 (three times). The combined organic layers were washed with brine, dried over anhydrous sodium sulfate, and concentrated in vacuo to provide the title compound. Reactants: Cc1ccc(S(=O)(=O)NN)cc1, CCC(=O)O, CCCCC(=O)C(Cl)Cl. The product is CCCCC(=NNS(=O)(=O)c1ccc(C)cc1)C(Cl)Cl. RXN SMILES: [CH3:10][c:11]1[cH:12][cH:13][c:14]([S:17](=[O:18])(=[O:19])[NH:20][NH2:21])[cH:15][cH:16]1.[CH3:22][CH2:23][C:24](=[O:25])[OH:26].[Cl:1][CH:2]([C:3]([CH2:4][CH2:5][CH2:6][CH3:7])=[O:8])[Cl:9]>>[Cl:1][CH:2]([C:3]([CH2:4][CH2:5][CH2:6][CH3:7])=[N:21][NH:20][S:17]([c:14]1[cH:13][cH:12][c:11]([CH3:10])[cH:16][cH:15]1)(=[O:18])=[O:19])[Cl:9].